From a dataset of the Open Reaction Database (ORD), a public repository of structured organic reaction records. describe an organic reaction: reactants, conditions, products, and yield Reactants: [Al+3], [Al+3], CCOCC, CCOCC, CCOC(=O)C=Cc1ccc(OC(C)C)c(OC)c1, [Cl-], [Cl-], [Cl-], [H-], [H-], [H-], [H-], [Li+], C1CCOC1, O, O=S(=O)(O)O. The product is COc1cc(C=CCO)ccc1OC(C)C. Reaction SMILES: [Al+3:2].[Al+3:6].[CH2:45]([O:46][CH2:47][CH3:48])[CH3:49].[CH3:35][CH2:36][O:37][CH2:38][CH3:39].[CH:11]([CH3:12])([CH3:13])[O:14][c:15]1[c:16]([O:28][CH3:29])[cH:17][c:18]([CH:19]=[CH:20][C:21](=[O:22])[O:23][CH2:24][CH3:25])[cH:26][cH:27]1.[Cl-:1].[Cl-:3].[Cl-:4].[H-:10].[H-:5].[H-:8].[H-:9].[Li+:7].[O:40]1[CH2:41][CH2:42][CH2:43][CH2:44]1.[OH2:50].[S:30](=[O:31])(=[O:32])([OH:33])[OH:34]>>[CH:11]([CH3:12])([CH3:13])[O:14][c:15]1[c:16]([O:28][CH3:29])[cH:17][c:18]([CH:19]=[CH:20][CH2:21][OH:22])[cH:26][cH:27]1. Starting materials: CCO, CCOC(=O)c1ncc(-c2cccc(Cl)c2)o1, NC1CN2CCC1CC2, O, Cc1ccc(S(=O)(=O)O)cc1. The product is O=C(NC1CN2CCC1CC2)c1ncc(-c2cccc(Cl)c2)o1, Cc1ccc(S(=O)(=O)O)cc1. Reaction SMILES: [CH3:39][CH2:40][OH:41].[Cl:1][c:2]1[cH:3][c:4](-[c:8]2[cH:9][n:10][c:11]([C:13]([O:15][CH2:14][CH3:16])=[O:17])[o:12]2)[cH:5][cH:6][cH:7]1.[NH2:18][CH:19]1[CH2:20][N:21]2[CH2:22][CH2:23][CH:24]1[CH2:25][CH2:26]2.[OH2:27].[c:28]1([CH3:38])[cH:29][cH:30][c:31]([S:34](=[O:35])(=[O:36])[OH:37])[cH:32][cH:33]1>>[Cl:1][c:2]1[cH:3][c:4](-[c:8]2[cH:9][n:10][c:11]([C:13](=[O:15])[NH:18][CH:19]3[CH2:20][N:21]4[CH2:22][CH2:23][CH:24]3[CH2:25][CH2:26]4)[o:12]2)[cH:5][cH:6][cH:7]1.[c:28]1([CH3:38])[cH:29][cH:30][c:31]([S:34](=[O:35])(=[O:36])[OH:37])[cH:32][cH:33]1.